describe an organic reaction: reactants, conditions, products, and yield From a dataset of the Open Reaction Database (ORD), a public repository of structured organic reaction records. Reactants: C(=O)(O)C(C)C1=NNC(C2=CC=CC=C12)=O (4-(1-carboxyethyl)-1(2H)-phthalazinone), S(=O)(Cl)Cl (thionyl chloride), CCO (EtOH). Conditions: temperature 80 celsius, time 4 hour. Product: O=C1NN=C(C2=CC=CC=C12)C(C(=O)OCC)C (ethyl 2-(4-oxo-3,4-dihydrophthalazin-1-yl)propanoate). As a reaction SMILES: [C:1]([CH:4]([C:6]1[C:15]2[C:10](=[CH:11][CH:12]=[CH:13][CH:14]=2)[C:9](=[O:16])[NH:8][N:7]=1)[CH3:5])([OH:3])=[O:2].S(Cl)(Cl)=O.[CH3:21][CH2:22]O>>[O:16]=[C:9]1[C:10]2[C:15](=[CH:14][CH:13]=[CH:12][CH:11]=2)[C:6]([CH:4]([CH3:5])[C:1]([O:3][CH2:21][CH3:22])=[O:2])=[N:7][NH:8]1. Procedure details: To a solution of 4-(1-carboxyethyl)-1(2H)-phthalazinone (1.5 g, 6.9 mmol) in EtOH (50 mL) was added thionyl chloride (1.10 mL, 15.1 mmol). The mixture was stirred at 80° C. for 4 hours, cooled to 0° C., and quenched with 1M NaHCO3 (40 mL). The aq layer was extracted with EtOAc (2×50 mL), dried (Na2SO4), filtered, and concentrated to give the title compound: MS (ESI+) M/Z 247 (M+H)+. Starting materials: C(C(=C)C)(=O)Cl (methacryloyl chloride), [N+](=O)([O-])C1=CC=C(CO)C=C1 (p-nitrobenzyl alcohol). Solvent: C(C)N(CC)CC (triethylamine). Yields the product C(C(=C)C)(=O)OCC1=CC=C(C=C1)[N+](=O)[O-] (p-nitrobenzyl methacrylate). Isolated yield 64.6%. RXN SMILES: [C:1](Cl)(=[O:5])[C:2]([CH3:4])=[CH2:3].[N+:7]([C:10]1[CH:17]=[CH:16][C:13]([CH2:14][OH:15])=[CH:12][CH:11]=1)([O-:9])=[O:8]>C(N(CC)CC)C>[C:1]([O:15][CH2:14][C:13]1[CH:12]=[CH:11][C:10]([N+:7]([O-:9])=[O:8])=[CH:17][CH:16]=1)(=[O:5])[C:2]([CH3:4])=[CH2:3]. Procedure details: From the reaction of 52.3 g (0.5 m) methacryloyl chloride and 76.6 g (0.5 m) of p-nitrobenzyl alcohol and 50.6 g triethylamine was isolated 71.5 g (34.5%) of p-nitrobenzyl methacrylate as pale-yellow crystals, mp--87°-88° C. Starting materials: O (H2O), C(C)OC(CCC1=CC2=C(S1)C=CC=C2)=O (benzo[b]thiophene-2-propanoic acid ethyl ester), O (H2O), [OH-].[K+].CO (KOH MeOH). Run in CO (MeOH). Run at temperature 25 celsius, time 6 hour. The product is S1C2=C(C=C1CCC(=O)O)C=CC=C2 (benzo[b]thiophene-2-propanoic acid). The yield is 98.0%. Reaction SMILES: C([O:3][C:4](=[O:16])[CH2:5][CH2:6][C:7]1[S:11][C:10]2[CH:12]=[CH:13][CH:14]=[CH:15][C:9]=2[CH:8]=1)C.[OH-].[K+].CO.O>CO>[S:11]1[C:7]([CH2:6][CH2:5][C:4]([OH:16])=[O:3])=[CH:8][C:9]2[CH:15]=[CH:14][CH:13]=[CH:12][C:10]1=2 |f:1.2.3|. Procedure: To a solution of benzo[b]thiophene-2-propanoic acid ethyl ester (3.52 g, 15.0 mmol) in MeOH (200 mL) was added at 0° C. 10% KOH/MeOH (70 mL, 144 mmol) and H2O (30 mL). The solution was stirred at 25° C. for 6 h then kept in a refrigerator (0° C.) overnight. After addition of H2O (20 mL), the mixture was concentrated under reduced pressure to remove most of MeOH then acidified carefully with 3N HCl to pH 2. The resultant turbid mixture was extracted with Et2O (3×500 mL). The combined extracts wer... The reactants are CC1CCCN1CCc1cc2cc(-c3ccc(C#N)cc3)ccc2o1, O=C1CCC(=O)N1I. Yields the product CC1CCCN1CCc1oc2ccc(-c3ccc(C#N)cc3)cc2c1I. As a reaction SMILES: [CH3:1][CH:2]1[N:3]([CH2:7][CH2:8][c:9]2[o:10][c:11]3[c:12]([cH:13]2)[cH:14][c:15](-[c:18]2[cH:19][cH:20][c:21]([C:22]#[N:23])[cH:24][cH:25]2)[cH:16][cH:17]3)[CH2:4][CH2:5][CH2:6]1.[I:26][N:27]1[C:28](=[O:29])[CH2:30][CH2:31][C:32]1=[O:33]>>[CH3:1][CH:2]1[N:3]([CH2:7][CH2:8][c:9]2[o:10][c:11]3[c:12]([c:13]2[I:26])[cH:14][c:15](-[c:18]2[cH:19][cH:20][c:21]([C:22]#[N:23])[cH:24][cH:25]2)[cH:16][cH:17]3)[CH2:4][CH2:5][CH2:6]1. Reactants: CC=1C=C(C(C(=O)O)=CC1)O (4-methylsalicylic acid), [OH-].[Na+] (NaOH), C(C1=CC=CC=C1)Br (benzyl bromide). The reagents and catalysts are [Br-].C(CCC)[N+](CCCC)(CCCC)CCCC (tetrabutylammonium bromide). Solvent: O (water), C(Cl)Cl (CH2Cl2). Reaction conditions: time 3 hour. The product is CC1=CC(=C(C(=O)O)C=C1)OCC1=CC=CC=C1 (4-methyl-2-phenylmethoxybenzoic acid). Isolated yield 89.8%. RXN SMILES: [CH3:1][C:2]1[CH:3]=[C:4]([OH:11])[C:5](=[CH:9][CH:10]=1)[C:6]([OH:8])=[O:7].[OH-].[Na+].[CH2:14](Br)[C:15]1[CH:20]=[CH:19][CH:18]=[CH:17][CH:16]=1>[Br-].C([N+](CCCC)(CCCC)CCCC)CCC.O.C(Cl)Cl>[CH3:1][C:2]1[CH:10]=[CH:9][C:5]([C:6]([OH:8])=[O:7])=[C:4]([O:11][CH2:14][C:15]2[CH:20]=[CH:19][CH:18]=[CH:17][CH:16]=2)[CH:3]=1 |f:1.2,4.5|. Reported procedure: A two-phase mixture of 45.6 g (0.3 mol) 4-methylsalicylic acid, NaOH (36 g, 0.9 mol), benzyl bromide (154 g, 0.9 mol) and tetrabutylammonium bromide (10 g, 30 mmol) in water (200 ml) and CH2Cl2 (200 ml) was stirred at room temperature for 3 hours. The layers were separated and the CH2Cl2 was removed from the organic fraction. The residue was dissolved in a mixture of ethanol (250 ml) and 2N NaOH (50 ml), and the mixture was heated under reflux for 30 min. The ethanol was removed under vacuum and...